Dataset: the Open Reaction Database (ORD), a public repository of structured organic reaction records. Task: describe an organic reaction: reactants, conditions, products, and yield Starting materials: CCCCCC (hexane), C(C)N(CC)[Al](C)C ((diethylamino)dimethylaluminum), C(C)NC(NC1=C(C2=C(S1)C=CC=C2)C(=O)N2CCC1(C(NC(=N1)CCC(=O)OCC)=O)CC2)=O (ethyl 3-(8-(2-(3-ethylureido)benzo[b]thiophene-3-carbonyl)-4-oxo-1,3,8-triazaspiro[4.5]dec-1-en-2-yl)propanoate). Run in C1=CC=CC=C1 (benzene), C1CCOC1 (THF). Conditions: temperature 80 celsius, time 1 hour. The product is C(C)N(C(CCC1=NC2(C(N1)=O)CCN(CC2)C(=O)C=2C1=C(SC2NC(=O)NCC)C=CC=C1)=O)CC (N,N-diethyl-3-(8-(2-(3-ethylureido)benzo[b]thiophene-3-carbonyl)-4-oxo-1,3,8-triazaspiro[4.5]dec-1-en-2-yl)propanamide). Isolated yield 20.0%. As a reaction SMILES: CCCCCC.[CH2:7]([N:9]([Al](C)C)[CH2:10][CH3:11])[CH3:8].[CH2:15]([NH:17][C:18](=[O:49])[NH:19][C:20]1[S:24][C:23]2[CH:25]=[CH:26][CH:27]=[CH:28][C:22]=2[C:21]=1[C:29]([N:31]1[CH2:48][CH2:47][C:34]2([N:38]=[C:37]([CH2:39][CH2:40][C:41]([O:43]CC)=O)[NH:36][C:35]2=[O:46])[CH2:33][CH2:32]1)=[O:30])[CH3:16]>C1C=CC=CC=1.C1COCC1>[CH2:7]([N:9]([CH2:10][CH3:11])[C:41](=[O:43])[CH2:40][CH2:39][C:37]1[NH:36][C:35](=[O:46])[C:34]2([CH2:33][CH2:32][N:31]([C:29]([C:21]3[C:22]4[CH:28]=[CH:27][CH:26]=[CH:25][C:23]=4[S:24][C:20]=3[NH:19][C:18]([NH:17][CH2:15][CH3:16])=[O:49])=[O:30])[CH2:48][CH2:47]2)[N:38]=1)[CH3:8]. Reported procedure: To a 2.0 M hexane solution of (diethylamino)dimethylaluminum (3.2 equivalents) in dry benzene (0.26 M) was cooled to −15° C., a solution of ethyl 3-(8-(2-(3-ethylureido)benzo[b]thiophene-3-carbonyl)-4-oxo-1,3,8-triazaspiro[4.5]dec-1-en-2-yl)propanoate (10 (Example 10), 12 mg, 1.0 equivalent) in THF (0.16M) was added; the mixture was heated to 80° C. for 6 hrs. The mixture was cooled in an ice bath; then a saturated aqueous Rochelle's solution was added and stirred for 1 hr, then partitioned betw... The reactants are BrC1=CC=C(O1)N1C(O[C@@]2(C1)CN1CCC2CC1)=O ((R)-3′-(5-bromofuran-2-yl)spiro[1-azabicyclo[2.2.2]octan-3,5′-oxazolidin]-2′-one), C1(=CC=CC=C1)B(O)O (phenylboronic acid). Product: C1(=CC=CC=C1)C1=CC=C(O1)N1C(O[C@@]2(C1)CN1CCC2CC1)=O ((R)-3′-(5-Phenylfuran-2-yl)spiro[1-azabicyclo[2.2.2]octan-3,5′-oxazolidin]-2′-one). Reaction SMILES: Br[C:2]1[O:6][C:5]([N:7]2[CH2:11][C@:10]3([CH:16]4[CH2:17][CH2:18][N:13]([CH2:14][CH2:15]4)[CH2:12]3)[O:9][C:8]2=[O:19])=[CH:4][CH:3]=1.[C:20]1(B(O)O)[CH:25]=[CH:24][CH:23]=[CH:22][CH:21]=1>>[C:20]1([C:2]2[O:6][C:5]([N:7]3[CH2:11][C@:10]4([CH:16]5[CH2:17][CH2:18][N:13]([CH2:14][CH2:15]5)[CH2:12]4)[O:9][C:8]3=[O:19])=[CH:4][CH:3]=2)[CH:25]=[CH:24][CH:23]=[CH:22][CH:21]=1. Procedure: The title compound was prepared by a method analogous to that described in Example 12 from (R)-3′-(5-bromofuran-2-yl)spiro[1-azabicyclo[2.2.2]octan-3,5′-oxazolidin]-2′-one and phenylboronic acid. The title compound (49 mg) was obtained as a pale-yellow solid, m/z 325 (MH+). Yields the product [O-]P(=O)([O-])[O-].[O-]P(=O)([O-])[O-].[Ca+2].[Ca+2].[Ca+2] (β-TCP). As a reaction SMILES: C([O-])([O-])=O.[Ca+2:5].[Ca].[P:7]([O-:11])([O-:10])([O-:9])=[O:8]>>[O-:9][P:7]([O-:11])([O-:10])=[O:8].[O-:9][P:7]([O-:11])([O-:10])=[O:8].[Ca+2:5].[Ca+2:5].[Ca+2:5] |f:0.1,4.5.6.7.8|. Procedure details: β-TCP was synthesized by heating a mixture of CaCO3 (Merck, Darmstadt, Germany) and CaHPO4 (Mallinckrodt Baker, Griesham, Germany) with an overall calcium to phosphate molar ratio (Ca:P) of 1.5 to 1050° C. for 24 h prior to quenching at room temperature in a desiccator. The product was verified as being phase pure highly crystalline β-TCP by X-ray diffraction. The resultant ‘cake’ was ground in a pestle and mortar and passed through a 355 μm sieve, subsequently 125 g of powder was milled using a... The reactants are C(=O)([O-])[O-].[Ca+2] (CaCO3), CaHPO4, [Ca] (calcium), P(=O)([O-])([O-])[O-] (phosphate). Starting materials: IC1=C(C(=NC=C1)OC)CO ((4-Iodo-2-methoxy-pyridin-3-yl)methanol), C(OC)Cl (MOMCl), C(C)N(C(C)C)C(C)C (iPr2EtN). Solvent: C(Cl)Cl (CH2Cl2). Product: IC1=C(C(=NC=C1)OC)COCOC (4-Iodo-2-methoxy-3-methoxymethoxymethylpyridine). The yield is 99.8%. As a reaction SMILES: [I:1][C:2]1[CH:7]=[CH:6][N:5]=[C:4]([O:8][CH3:9])[C:3]=1[CH2:10][OH:11].[CH2:12](Cl)[O:13][CH3:14].C(N(C(C)C)C(C)C)C>C(Cl)Cl>[I:1][C:2]1[CH:7]=[CH:6][N:5]=[C:4]([O:8][CH3:9])[C:3]=1[CH2:10][O:11][CH2:12][O:13][CH3:14]. Reported procedure: Following the procedure in Example 2, the reaction was carried out with 2b (1.77 g, 6.68 mmol), MOMCl (1.52 mL, 20 mmol) and iPr2EtN (3.49 mL, 20 mmol) in dry CH2Cl2 (40 mL) to afford 3b as an orange-yellow oil (2.06 g, 100%). The crude product was sufficiently pure for the subsequent reaction. IR (CH2Cl2, NaCl, cm−1) 2949, 1561, 1459, 1380, 1265, 1039, 741; 1H NMR (300 MHz, CDCl3) δ3.45 (s, 3H), 3.96 (s, 3H), 4.72 (s, 2H), 4.75 (s, 2H), 7.35 (d,J=5.4 Hz, 1H), 7.71 (d,J=5.4 Hz, 1H); 13C NMR (75 ... The reactants are O=C([O-])O, ClCCl, CC(=O)OC(C)=O, Cc1cccc(N)c1CO, [Na+]. Yields the product CC(=O)Nc1cccc(C)c1CO. Reaction SMILES: [C:18](=[O:19])([OH:20])[O-:21].[CH2:23]([Cl:24])[Cl:25].[CH3:11][C:12](=[O:13])[O:14][C:15](=[O:16])[CH3:17].[NH2:1][c:2]1[c:3]([CH2:4][OH:5])[c:6]([CH3:10])[cH:7][cH:8][cH:9]1.[Na+:22]>>[NH:1]([c:2]1[c:3]([CH2:4][OH:5])[c:6]([CH3:10])[cH:7][cH:8][cH:9]1)[C:12]([CH3:11])=[O:13]. The reactants are BrC1=CC2=C(N(C(CN=C2C=2C=C(C#N)C=CC2)=O)C)C=C1OC (3-(7-bromo-8-methoxy-1-methyl-2-oxo-2,3-dihydro-1H-benzo[e][1,4]diazepin-5-yl)-benzonitrile), C1(=CC=CC=C1)B(O)O (benzene boronic acid), O(C1=CC=CC=C1)C1=C(C=CC=C1)B(O)O (2-phenoxy-phenyl boronic acid). Product: COC=1C(=CC2=C(N(C(CN=C2C=2C=C(C#N)C=CC2)=O)C)C1)C1=C(C=CC=C1)OC1=CC=CC=C1 (3-[8-Methoxy-1-methyl-2-oxo-7-(2-phenoxy-phenyl)-2,3-dihydro-1H-benzo[e][1,4]diazepin-5-yl]-benzonitrile). The yield is 72.0%. As a reaction SMILES: Br[C:2]1[C:22]([O:23][CH3:24])=[CH:21][C:5]2[N:6]([CH3:20])[C:7](=[O:19])[CH2:8][N:9]=[C:10]([C:11]3[CH:12]=[C:13]([CH:16]=[CH:17][CH:18]=3)[C:14]#[N:15])[C:4]=2[CH:3]=1.C1(B(O)O)C=CC=CC=1.[O:34]([C:41]1[CH:46]=[CH:45][CH:44]=[CH:43][C:42]=1B(O)O)[C:35]1[CH:40]=[CH:39][CH:38]=[CH:37][CH:36]=1>>[CH3:24][O:23][C:22]1[C:2]([C:36]2[CH:37]=[CH:38][CH:39]=[CH:40][C:35]=2[O:34][C:41]2[CH:42]=[CH:43][CH:44]=[CH:45][CH:46]=2)=[CH:3][C:4]2[C:10]([C:11]3[CH:12]=[C:13]([CH:16]=[CH:17][CH:18]=3)[C:14]#[N:15])=[N:9][CH2:8][C:7](=[O:19])[N:6]([CH3:20])[C:5]=2[CH:21]=1. Reported procedure: Prepared from 3-(7-bromo-8-methoxy-1-methyl-2-oxo-2,3-dihydro-1H-benzo[e][1,4]diazepin-5-yl)-benzonitrile Intermediate 9 using the same method described for Example 1 and instead of using benzene boronic acid, we used 2-phenoxy-phenyl boronic acid The title compound (120 mg) was obtained as a pale green solid, (yield=72%). Reactants: C(C)OC1=C(C(=O)NC2=C(C(=O)N)C=CC=C2OC)C=CC=C1 (2-(2-ethoxybenzamido)-3-methoxybenzamide), C([O-])([O-])=O.[K+].[K+] (potassium carbonate), OO (hydrogen peroxide), C(C)O (ethanol). Run in ClCCl (dichloromethane), O (water), O (water). The product is C(C)OC1=C(C=CC=C1)C1=NC2=C(C=CC=C2C(N1)=O)OC (2-(2-Ethoxyphenyl)-8-methoxyquinazolin-4(3H)-one). RXN SMILES: [CH2:1]([O:3][C:4]1[CH:23]=[CH:22][CH:21]=[CH:20][C:5]=1[C:6]([NH:8][C:9]1[C:17]([O:18][CH3:19])=[CH:16][CH:15]=[CH:14][C:10]=1[C:11]([NH2:13])=[O:12])=O)[CH3:2].C(=O)([O-])[O-].[K+].[K+].OO.C(O)C>ClCCl.O>[CH2:1]([O:3][C:4]1[CH:23]=[CH:22][CH:21]=[CH:20][C:5]=1[C:6]1[NH:13][C:11](=[O:12])[C:10]2[C:9](=[C:17]([O:18][CH3:19])[CH:16]=[CH:15][CH:14]=2)[N:8]=1)[CH3:2] |f:1.2.3|. Reported procedure: A stirred mixture of 2-(2-ethoxybenzamido)-3-methoxybenzamide (2.6 g, 0.0083 mol), anhydrous potassium carbonate (2.33 g, 0.017 mol), hydrogen peroxide (30%, 4 ml), ethanol (40 ml) and water (80 ml) was heated under reflux for 1 hour. The mixture was allowed to cool and poured into a mixture of water (200 ml) and dichloromethane (100 ml), then the aqueous phase separated, acidified to pH 4 by the addition of 2N hydrochloric acid and extracted with dichloromethane (2×100 ml). The organic solution...